This data is from the Open Reaction Database (ORD), a public repository of structured organic reaction records. The task is: describe an organic reaction: reactants, conditions, products, and yield The reactants are O=C([O-])O, CCOC(C)=O, CCO, CCOC(=O)C(C#N)(CCCCl)c1ccccc1, NN, [Na+], O. The product is N#CC(CCCCl)(C(=O)NN)c1ccccc1. As a reaction SMILES: [C:28](=[O:29])([OH:30])[O-:31].[CH3:21][CH2:22][O:23][C:24](=[O:25])[CH3:26].[CH3:33][CH2:34][OH:35].[Cl:3][CH2:4][CH2:5][CH2:6][C:7]([C:8](=[O:9])[O:10][CH2:11][CH3:12])([c:13]1[cH:14][cH:15][cH:16][cH:17][cH:18]1)[C:19]#[N:20].[NH2:1][NH2:2].[Na+:32].[OH2:27]>>[NH:1]([NH2:2])[C:8]([C:7]([CH2:6][CH2:5][CH2:4][Cl:3])([c:13]1[cH:14][cH:15][cH:16][cH:17][cH:18]1)[C:19]#[N:20])=[O:9]. The reactants are CC(=O)O[BH-](OC(C)=O)OC(C)=O, NCCc1c(Cl)cccc1Cl, ClCCl, O=Cc1cccc(I)c1, [Na+], [Na+], [OH-]. The product is Clc1cccc(Cl)c1CCNCc1cccc(I)c1. Reaction SMILES: [C:21]([O:22][BH-:23]([O:24][C:25](=[O:26])[CH3:27])[O:28][C:29](=[O:30])[CH3:31])(=[O:32])[CH3:33].[Cl:1][c:2]1[c:3]([CH2:9][CH2:10][NH2:11])[c:4]([Cl:8])[cH:5][cH:6][cH:7]1.[Cl:37][CH2:38][Cl:39].[I:12][c:13]1[cH:14][c:15]([CH:16]=[O:17])[cH:18][cH:19][cH:20]1.[Na+:34].[Na+:36].[OH-:35]>>[Cl:1][c:2]1[c:3]([CH2:9][CH2:10][NH:11][CH2:16][c:15]2[cH:14][c:13]([I:12])[cH:20][cH:19][cH:18]2)[c:4]([Cl:8])[cH:5][cH:6][cH:7]1. The reactants are C(=O)(N1C=NC=C1)N1C=NC=C1 (carbonyldiimidazole), CC1(CC(C=2C(=CNC2C1)CCC(=O)O)=O)C (3-(6,6-dimethyl-4-oxo-4,5,6,7-tetrahydro-1H-indol-3-yl)-propionic acid), C(C)NCC (diethylamine). Run in ClCCl (dichloromethane). Conditions: time 2 hour. Yields the product CC1(CC(C=2C(=CNC2C1)CCC(=O)N(CC)CC)=O)C (3-(6,6-dimethyl-4-oxo-4,5,6,7-tetrahydro-1H-indol-3-yl)-N,N-diethyl-propionamide). The yield is 82.6%. RXN SMILES: [CH3:1][C:2]1([CH3:17])[CH2:10][C:9]2[NH:8][CH:7]=[C:6]([CH2:11][CH2:12][C:13]([OH:15])=O)[C:5]=2[C:4](=[O:16])[CH2:3]1.C(N1C=CN=C1)(N1C=CN=C1)=O.[CH2:30]([NH:32][CH2:33][CH3:34])[CH3:31]>ClCCl>[CH3:17][C:2]1([CH3:1])[CH2:10][C:9]2[NH:8][CH:7]=[C:6]([CH2:11][CH2:12][C:13]([N:32]([CH2:33][CH3:34])[CH2:30][CH3:31])=[O:15])[C:5]=2[C:4](=[O:16])[CH2:3]1. Procedure details: To a suspension of 1.18 g of 3-(6,6-dimethyl-4-oxo-4,5,6,7-tetrahydro-1H-indol-3-yl)-propionic acid (5 mmol) in dichloromethane (25 mL) was added 0.97 g (6 mmol) of carbonyldiimidazole. After stirring at room temperature for 2 hours, 2.1 mL (20 mmol) of diethylamine was added. The mixture was stirred at room temperature overnight. The reaction was concentrated and the residue dissolved in dichloromethane, washed with brine, dried and concentrated to give 1.2 g (83% yield) of 3-(6,6-dimethyl-4-ox...